From a dataset of the Open Reaction Database (ORD), a public repository of structured organic reaction records. describe an organic reaction: reactants, conditions, products, and yield Reactants: CC1(C2C3C(C1CC2)C(=O)OC3=O)C (7,7-Dimethylbicyclo[2.2.1]heptane-2,3-dicarboxylic Acid Anhydride), ClC1=CC=C(N)C=C1 (4-chloroaniline). Run in C(Cl)(Cl)Cl (chloroform). Product: ClC1=CC=C(C=C1)NC(=O)[C@H]1[C@H]([C@H]2CC[C@@H]1C2(C)C)C(=O)O ((+/−)-(1R,2S,3R,4S)-3-(4-Chlorophenylcarbamoyl)-7,7-dimethylbicyclo[2.2.1]heptane-2-carboxylic Acid). As a reaction SMILES: [CH3:1][C:2]1([CH3:14])[CH:6]2[CH2:7][CH2:8][CH:3]1[CH:4]1[C:12](=[O:13])[O:11][C:9](=[O:10])[CH:5]12.[Cl:15][C:16]1[CH:22]=[CH:21][C:19]([NH2:20])=[CH:18][CH:17]=1>C(Cl)(Cl)Cl>[Cl:15][C:16]1[CH:22]=[CH:21][C:19]([NH:20][C:9]([C@@H:5]2[C@H:6]3[C:2]([CH3:1])([CH3:14])[C@H:3]([CH2:8][CH2:7]3)[C@@H:4]2[C:12]([OH:11])=[O:13])=[O:10])=[CH:18][CH:17]=1. Procedure details: Following General Procedure A, Compound 3 (0.047 g, 0.24 mmol) and 4-chloroaniline (31 mg, 0.24 mmol) in chloroform (4 mL) was converted into the title compound, which was isolated as a white solid.